This data is from the Open Reaction Database (ORD), a public repository of structured organic reaction records. The task is: describe an organic reaction: reactants, conditions, products, and yield The reactants are COC1=NN(C(O1)=O)C1=CC(=C(C=C1)N)C (5-methoxy-3-(4-amino-3-methylphenyl)-3H-(1,3,4)oxadiazol-2-one), ClC1=CC=C(C=O)C=C1.[BH4-].[Na+] (4-chlorobenzaldehyde sodium borohydride). The solvent is CO.C(Cl)Cl (methanol methylene chloride). Yields the product COC1=NN(C(O1)=O)C1=CC(=C(C=C1)NCC1=CC=C(C=C1)Cl)C (5-Methoxy-3-(4-(4-chlorobenzylamino)-3-methylphenyl)-3H-(1,3,4)oxadiazol-2-one). RXN SMILES: [CH3:1][O:2][C:3]1[O:7][C:6](=[O:8])[N:5]([C:9]2[CH:14]=[CH:13][C:12]([NH2:15])=[C:11]([CH3:16])[CH:10]=2)[N:4]=1.[Cl:17][C:18]1[CH:25]=[CH:24][C:21]([CH:22]=O)=[CH:20][CH:19]=1.[BH4-].[Na+]>CO.C(Cl)Cl>[CH3:1][O:2][C:3]1[O:7][C:6](=[O:8])[N:5]([C:9]2[CH:14]=[CH:13][C:12]([NH:15][CH2:22][C:21]3[CH:24]=[CH:25][C:18]([Cl:17])=[CH:19][CH:20]=3)=[C:11]([CH3:16])[CH:10]=2)[N:4]=1 |f:1.2.3,4.5|. Procedure details: The latter compound was obtained by reacting 5-methoxy-3-(4-amino-3-methylphenyl)-3H-(1,3,4)oxadiazol-2-one with 4-chlorobenzaldehyde/sodium borohydride in methanol/methylene chloride at room temperature and was purified by column chromatography (silica gel, ethyl acetate:n-heptane=1:1). Starting materials: O=C([O-])C(=O)[O-], C1CCOC1, Fc1ccc(C2(C3CC3)CO2)cc1, CN1CCc2[nH]c3ccc(Cl)cc3c2C1, [H-], [Na+], CN(C)C=O, O=C(O)C(=O)O. Yields the product CN1CCc2c(c3cc(Cl)ccc3n2CC(O)(c2ccc(F)cc2)C2CC2)C1. As a reaction SMILES: [C:31]([O-:32])(=[O:33])[C:34]([O-:35])=[O:36].[CH2:48]1[O:49][CH2:50][CH2:51][CH2:52]1.[CH:18]1([C:21]2([c:24]3[cH:25][cH:26][c:27]([F:30])[cH:28][cH:29]3)[O:22][CH2:23]2)[CH2:19][CH2:20]1.[Cl:3][c:4]1[cH:5][c:6]2[c:7]3[c:8]([nH:9][c:10]2[cH:11][cH:12]1)[CH2:13][CH2:14][N:15]([CH3:17])[CH2:16]3.[H-:1].[Na+:2].[O:43]=[CH:44][N:45]([CH3:46])[CH3:47].[OH:37][C:38]([C:39](=[O:40])[OH:41])=[O:42]>>[Cl:3][c:4]1[cH:5][c:6]2[c:7]3[c:8]([n:9]([CH2:23][C:21]([CH:18]4[CH2:19][CH2:20]4)([OH:22])[c:24]4[cH:25][cH:26][c:27]([F:30])[cH:28][cH:29]4)[c:10]2[cH:11][cH:12]1)[CH2:13][CH2:14][N:15]([CH3:17])[CH2:16]3. Starting materials: CC1(C=2C=C(C(=CC2C(CC1)(C)C)C(=O)OCC)N)C (Ethyl 5,6,7,8-tetrahydro-5,5,8,8-tetramethyl-3-aminonaphthalene-2-carboxylate), CC1(C=2C=C(C(=CC2C(CC1)(C)C)C(=O)OCC)N)C (Ethyl 5,6,7,8-tetrahydro-5,5,8,8-tetramethyl-3-aminonaphthalene-2-carboxylate), [H+].[B-](F)(F)(F)F (HBF4), N(=O)[O-].[Na+] (NaNO2). Solvent: O (water). Conditions: time 3 day. Product: CC1(C=2C=C(C(=CC2C(CC1)(C)C)C(=O)OCC)F)C (Ethyl 5,6,7,8-tetrahydro-5,5,8,8-tetramethyl-3-fluoro-naphthalen-2-yl-carboxylate). As a reaction SMILES: [CH3:1][C:2]1([CH3:20])[CH2:11][CH2:10][C:9]([CH3:13])([CH3:12])[C:8]2[CH:7]=[C:6]([C:14]([O:16][CH2:17][CH3:18])=[O:15])[C:5](N)=[CH:4][C:3]1=2.[H+].[B-](F)(F)(F)[F:23].N([O-])=O.[Na+]>O>[CH3:1][C:2]1([CH3:20])[CH2:11][CH2:10][C:9]([CH3:13])([CH3:12])[C:8]2[CH:7]=[C:6]([C:14]([O:16][CH2:17][CH3:18])=[O:15])[C:5]([F:23])=[CH:4][C:3]1=2 |f:1.2,3.4|. Procedure details: In an ice bath, ethyl 5,6,7,8-tetrahydro-5,5,8,8-tetramethyl-3-aminonaphthalene-2-carboxylate (Compound C, 150 mg, 0.55 mmol) was added 0.24 ml of HBF4 (48% solution in water), followed by a solution of NaNO2 (81 mg, 1.16 mmol) in 1 ml of water. The slurry was left in a refrigerator for 3 days. The reaction mixture was washed successively with ethyl acetate until TLC showed no UV visible spot at the baseline. The ethyl acetate layer was dried with MgSO4 and the solution was concentrated to an oi... The product is [Br-].C(C1=CC=CC=C1)[P+](C1=CC=CC=C1)(C1=CC=C(C=C1)OC(C)=O)C1=CC=C(C=C1)OC(C)=O (Benzylbis(4-acetoxyphenyl)phenylphosphonium bromide). Reaction SMILES: [C:1]([O:4][C:5]1[CH:10]=[CH:9][C:8]([P:11]([C:18]2[CH:23]=[CH:22][C:21]([O:24][C:25](=[O:27])[CH3:26])=[CH:20][CH:19]=2)[C:12]2[CH:17]=[CH:16][CH:15]=[CH:14][CH:13]=2)=[CH:7][CH:6]=1)(=[O:3])[CH3:2].[Br:28][CH2:29][C:30]1[CH:35]=[CH:34][CH:33]=[CH:32][CH:31]=1.ClC(Cl)(Cl)C>>[Br-:28].[CH2:29]([P+:11]([C:8]1[CH:9]=[CH:10][C:5]([O:4][C:1](=[O:3])[CH3:2])=[CH:6][CH:7]=1)([C:18]1[CH:19]=[CH:20][C:21]([O:24][C:25](=[O:27])[CH3:26])=[CH:22][CH:23]=1)[C:12]1[CH:17]=[CH:16][CH:15]=[CH:14][CH:13]=1)[C:30]1[CH:35]=[CH:34][CH:33]=[CH:32][CH:31]=1 |f:3.4|. The reactants are C(C)(=O)OC1=CC=C(C=C1)P(C1=CC=CC=C1)C1=CC=C(C=C1)OC(C)=O (bis(4-acetoxyphenyl)phenylphosphine), BrCC1=CC=CC=C1 (α-bromotoluene), ClC(C)(Cl)Cl (1,1,1-trichloroethane). Procedure details: A mixture of 3.8 g (0.01 mol) of bis(4-acetoxyphenyl)phenylphosphine, 1.7 g (0.01 mol) of α-bromotoluene and 15 ml of 1,1,1-trichloroethane was heated to reflux at which time complete solution was achieved. Shortly thereafter, product began to precipitate from solution. After heating at reflux for 2.5 hr, the mixture was cooled, filtered and the solid was washed with ether and dried. The yield of benzylbis(4-acetoxyphenyl)phenylphosphonium bromide was 5.0 g (90.0% of theory); mp=233°-5° C. Reactants: N1=C(C=CC=C1)N1CCOC2=C(C1)C=C(C=C2)C=C2C(NC(S2)=O)=O (5-(4-Pyridin-2-yl-2,3,4,5-tetrahydro-benzo[f][1,4]oxazepin-7-ylmethylene)-thiazolidine-2,4-dione), compound, C(\C=C/C(=O)O)(=O)O (maleic acid), two. The solvent is CO.ClCCl (methanol dichloromethane). Conditions: time 16 hour. Yields the product C(\C=C/C(=O)O)(=O)O.N1=C(C=CC=C1)N1CCOC2=C(C1)C=C(C=C2)C=C2C(NC(S2)=O)=O (5-(4-Pyridin-2-yl-2,3,4,5-tetrahydro-benzo[f][1,4]oxazepin-7-ylmethylene)-thiazolidine-2,4-dione maleate). RXN SMILES: [N:1]1[CH:6]=[CH:5][CH:4]=[CH:3][C:2]=1[N:7]1[CH2:13][C:12]2[CH:14]=[C:15]([CH:18]=[C:19]3[S:23][C:22](=[O:24])[NH:21][C:20]3=[O:25])[CH:16]=[CH:17][C:11]=2[O:10][CH2:9][CH2:8]1.[C:26]([OH:33])(=[O:32])/[CH:27]=[CH:28]\[C:29]([OH:31])=[O:30]>CO.ClCCl>[C:26]([OH:33])(=[O:32])/[CH:27]=[CH:28]\[C:29]([OH:31])=[O:30].[N:1]1[CH:6]=[CH:5][CH:4]=[CH:3][C:2]=1[N:7]1[CH2:13][C:12]2[CH:14]=[C:15]([CH:18]=[C:19]3[S:23][C:22](=[O:24])[NH:21][C:20]3=[O:25])[CH:16]=[CH:17][C:11]=2[O:10][CH2:9][CH2:8]1 |f:2.3,4.5|. Procedure details: To a mixture of 5-(4-Pyridin-2-yl-2,3,4,5-tetrahydro-benzo[f][1,4]oxazepin-7-ylmethylene)-thiazolidine-2,4-dione [compound of Example 3] (35.3 mg, 0.1 mmol) and maleic acid (11.6 mg, 0.1 mmol) in a 100 mL two necked round bottomed flask was added 30 mL methanol:dichloromethane (2:1). The mixture was heated until a clear solution was obtained. The solution was stirred overnight (16 hours) and concentrated to give a solid which was recrystallized from methanol:dichloromethane:petroleum ether to gi... Starting materials: CCOC(=O)c1cc(C(F)(F)F)nn1C1CCN(CCN(C)C(=O)OC(C)(C)C)CC1, C[Al](C)C, Cc1ccccc1, NCc1ccccc1OC(F)(F)F, [Na+], O=C([O-])O. Product: CN(CCN1CCC(n2nc(C(F)(F)F)cc2C(=O)NCc2ccccc2OC(F)(F)F)CC1)C(=O)OC(C)(C)C. As a reaction SMILES: [C:18]([CH3:19])([CH3:20])([CH3:21])[O:22][C:23](=[O:24])[N:25]([CH2:26][CH2:27][N:28]1[CH2:29][CH2:30][CH:31]([n:34]2[n:35][c:36]([C:44]([F:45])([F:46])[F:47])[cH:37][c:38]2[C:39](=[O:40])[O:41][CH2:42][CH3:43])[CH2:32][CH2:33]1)[CH3:48].[CH3:14][Al:15]([CH3:16])[CH3:17].[CH3:54][c:55]1[cH:56][cH:57][cH:58][cH:59][cH:60]1.[F:1][C:2]([O:3][c:4]1[c:5]([CH2:6][NH2:7])[cH:8][cH:9][cH:10][cH:11]1)([F:12])[F:13].[Na+:53].[O-:49][C:50]([OH:51])=[O:52]>>[F:1][C:2]([O:3][c:4]1[c:5]([CH2:6][NH:7][C:39]([c:38]2[n:34]([CH:31]3[CH2:30][CH2:29][N:28]([CH2:27][CH2:26][N:25]([C:23]([O:22][C:18]([CH3:19])([CH3:20])[CH3:21])=[O:24])[CH3:48])[CH2:33][CH2:32]3)[n:35][c:36]([C:44]([F:45])([F:46])[F:47])[cH:37]2)=[O:40])[cH:8][cH:9][cH:10][cH:11]1)([F:12])[F:13]. Starting materials: NCC1=NC(=C2N=CN(C2=N1)[C@@H]1O[C@@H]([C@H]([C@H]1O)O)COC)NCC(C1=CC=CC=C1)C1=CC=CC=C1 ((2R,3R,4S,5R)-2-{2-(aminomethyl)-6-[(2,2-diphenylethyl)amino)-9H-purin-9-yl}-5-(methoxymethyl)tetrahydro-3,4-furandiol), C(C1=CC=CC=C1)(=O)N1CCC(CC1)=O (1-benzoyl-4-piperidinone), C(C)(=O)O[BH-](OC(C)=O)OC(C)=O.[Na+] (sodium triacetoxyborohydride), C(C)(=O)O (acetic acid). Product: O[C@H]1[C@@H](O[C@@H]([C@H]1O)COC)N1C2=NC(=NC(=C2N=C1)NCC(C1=CC=CC=C1)C1=CC=CC=C1)CNC1CCN(CC1)C(=O)C1=CC=CC=C1 ({4-[({9-[(2R,3R,4S,5R)-3,4-Dihydroxy-5-(methoxymethyl)tetrahydro-2-furanyl]-6-[(2,2-diphenylethyl)amino]-9H-purin-2-yl}methyl)amino]-1-piperidinyl}(phenyl)methanone). Yield: 70.3%. RXN SMILES: [NH2:1][CH2:2][C:3]1[N:11]=[C:10]2[C:6]([N:7]=[CH:8][N:9]2[C@H:12]2[C@H:16]([OH:17])[C@H:15]([OH:18])[C@@H:14]([CH2:19][O:20][CH3:21])[O:13]2)=[C:5]([NH:22][CH2:23][CH:24]([C:31]2[CH:36]=[CH:35][CH:34]=[CH:33][CH:32]=2)[C:25]2[CH:30]=[CH:29][CH:28]=[CH:27][CH:26]=2)[N:4]=1.[C:37]([N:45]1[CH2:50][CH2:49][C:48](=O)[CH2:47][CH2:46]1)(=[O:44])[C:38]1[CH:43]=[CH:42][CH:41]=[CH:40][CH:39]=1.C(O[BH-](OC(=O)C)OC(=O)C)(=O)C.[Na+].C(O)(=O)C>>[OH:17][C@@H:16]1[C@H:15]([OH:18])[C@@H:14]([CH2:19][O:20][CH3:21])[O:13][C@H:12]1[N:9]1[CH:8]=[N:7][C:6]2[C:10]1=[N:11][C:3]([CH2:2][NH:1][CH:48]1[CH2:49][CH2:50][N:45]([C:37]([C:38]3[CH:43]=[CH:42][CH:41]=[CH:40][CH:39]=3)=[O:44])[CH2:46][CH2:47]1)=[N:4][C:5]=2[NH:22][CH2:23][CH:24]([C:31]1[CH:36]=[CH:35][CH:34]=[CH:33][CH:32]=1)[C:25]1[CH:26]=[CH:27][CH:28]=[CH:29][CH:30]=1 |f:2.3|. Reported procedure: The title compound was prepared by a similar method to example 6 using (2R,3R,4S,5R)-2-{2-(aminomethyl)-6-[(2,2-diphenylethyl)amino)-9H-purin-9-yl}-5-(methoxymethyl)tetrahydro-3,4-furandiol (310 mg, 0.63 mmol) (example 1), 1-benzoyl-4-piperidinone (128 mg, 0.63 mmol), sodium triacetoxyborohydride (200 mg, 0.90 mmol) and acetic acid (45 mg, 0.74 mmol). The product was purified by column chromatography on silica gel eluting with a solvent system of dichloromethane:methanol:ammonia (92:8:0.4) to gi...